Dataset: the Open Reaction Database (ORD), a public repository of structured organic reaction records. Task: describe an organic reaction: reactants, conditions, products, and yield Reactants: ClC1=CC=C(S1)C=1N=C(SC1)N (4-(5-chloro-2-thienyl)-1,3-thiazol-2-amine), ClC=1C(=C(C=CC1)S(=O)(=O)Cl)C (3-chloro-2-methylbenzenesulfonyl chloride). The product is ClC=1C(=C(C=CC1)S(=O)(=O)NC=1SC=C(N1)C=1SC(=CC1)Cl)C (3-Chloro-N-[4-(5-chloro-2-thienyl)-1,3-thiazol-2-yl]-2-methylbenzenesulfonamide), solid. As a reaction SMILES: [Cl:1][C:2]1[S:6][C:5]([C:7]2[N:8]=[C:9]([NH2:12])[S:10][CH:11]=2)=[CH:4][CH:3]=1.[Cl:13][C:14]1[C:15]([CH3:24])=[C:16]([S:20](Cl)(=[O:22])=[O:21])[CH:17]=[CH:18][CH:19]=1>>[Cl:13][C:14]1[C:15]([CH3:24])=[C:16]([S:20]([NH:12][C:9]2[S:10][CH:11]=[C:7]([C:5]3[S:6][C:2]([Cl:1])=[CH:3][CH:4]=3)[N:8]=2)(=[O:22])=[O:21])[CH:17]=[CH:18][CH:19]=1. Procedure: The title compound was prepared from 4-(5-chloro-2-thienyl)-1,3-thiazol-2-amine and 3-chloro-2-methylbenzenesulfonyl chloride as described in the synthetic METHOD B to give a beige solid (29.9 mg) with purity >90%: MS (pos) m/z 405.0, 407.0; HRMS m/z 403.9278 (calc. of monoisotopic mass for C14H10Cl2N2O2S3 gives 403.9281). Reactants: Br.ClC1=C2CCNCC2=C(C(=C1O)O)Cl (5,8-Dichloro-6,7-dihydroxy-1,2,3,4-tetrahydroisoquinoline hydrobromide), CCN=C=NCCCN(C)C.Cl (EDC.HCl), C=1C=CC2=C(C1)N=NN2O (HOBt), C([O-])([O-])=O.[Cs+].[Cs+] (caesium carbonate), N1(CCCCC1)C1=NC(=CC=C1/C=C/C(=O)O)C(F)(F)F ((E)-3-(2-(piperidin-1-yl)-6-(trifluoromethyl)pyridin-3-yl)acrylic acid). Reagents/catalysts: CN(C)C=1C=CN=CC1 (DMAP). Run in O (Water), C1CCOC1 (THF). Run at time 15 minute. Yields the product Sephadex, ClC1=C2CCN(CC2=C(C(=C1O)O)Cl)C(\C=C\C=1C(=NC(=CC1)C(F)(F)F)N1CCCCC1)=O ((E)-1-(5,8-dichloro-6,7-dihydroxy-3,4-dihydroisoquinolin-2(1H)-yl)-3-(2-(piperidin-1-yl)-6-(trifluoromethyl)pyridin-3-yl)prop-2-en-1-one). Yield: 23.7%. As a reaction SMILES: [N:1]1([C:7]2[C:12](/[CH:13]=[CH:14]/[C:15](O)=[O:16])=[CH:11][CH:10]=[C:9]([C:18]([F:21])([F:20])[F:19])[N:8]=2)[CH2:6][CH2:5][CH2:4][CH2:3][CH2:2]1.C(=O)([O-])[O-].[Cs+].[Cs+].Br.[Cl:29][C:30]1[C:39]([OH:40])=[C:38]([OH:41])[C:37]([Cl:42])=[C:36]2[C:31]=1[CH2:32][CH2:33][NH:34][CH2:35]2.CCN=C=NCCCN(C)C.Cl.C1C=CC2N(O)N=NC=2C=1>C1COCC1.CN(C1C=CN=CC=1)C.O>[Cl:29][C:30]1[C:39]([OH:40])=[C:38]([OH:41])[C:37]([Cl:42])=[C:36]2[C:31]=1[CH2:32][CH2:33][N:34]([C:15](=[O:16])/[CH:14]=[CH:13]/[C:12]1[C:7]([N:1]3[CH2:6][CH2:5][CH2:4][CH2:3][CH2:2]3)=[N:8][C:9]([C:18]([F:21])([F:20])[F:19])=[CH:10][CH:11]=1)[CH2:35]2 |f:1.2.3,4.5,6.7|. Procedure: (E)-3-(2-(piperidin-1-yl)-6-(trifluoromethyl)pyridin-3-yl)acrylic acid (150.0 mg, 0.50 mmol) was suspended in dry THF (7.0 mL). DMAP (111.4 mg, 0.91 mmol) and caesium carbonate (296.0 mg, 0.91 mmol) were added and the mixture was stirred at rt for 15 minutes. 5,8-Dichloro-6,7-dihydroxy-1,2,3,4-tetrahydroisoquinoline hydrobromide (143.0 mg, 0.45 mmol), EDC.HCl (130.6 mg, 0.68 mmol), HOBt (69.8 mg, 0.45 mmol) were then added. The mixture was stirred at rt overnight. Water (100 mL) was added and th... Starting materials: C[Si](C)(C)C#N, CCOCC, ClCCl, Cl, [I-], [I-], O=Cc1cccc([N+](=O)[O-])c1, [Zn+2]. Yields the product N#CC(O)c1cccc([N+](=O)[O-])c1. Reaction SMILES: [CH3:12][Si:13]([CH3:14])([CH3:15])[C:16]#[N:17].[CH3:19][CH2:20][O:21][CH2:22][CH3:23].[Cl:24][CH2:25][Cl:26].[ClH:18].[I-:27].[I-:29].[N+:1](=[O:2])([O-:3])[c:4]1[cH:5][c:6]([CH:7]=[O:8])[cH:9][cH:10][cH:11]1.[Zn+2:28]>>[N+:1](=[O:2])([O-:3])[c:4]1[cH:5][c:6]([CH:7]([OH:8])[C:16]#[N:17])[cH:9][cH:10][cH:11]1.